Dataset: the Open Reaction Database (ORD), a public repository of structured organic reaction records. Task: describe an organic reaction: reactants, conditions, products, and yield The reactants are crude product, C(C)(=O)NC(CC1=CC(=C(C=C1)C)OC)C(=O)O (N-acetyl-3-methoxy-4-methyl-DL-phenylalanine). The reagents and catalysts are [Co](Cl)Cl (Cobalt chloride), [Co](Cl)Cl (Cobalt chloride). Run in [OH-].[Na+] (sodium hydroxide), O (water), [OH-].[Na+] (sodium hydroxide). Reaction conditions: temperature 37 celsius, time 15.5 hour. The product is C(C)(=O)N[C@H](CC1=CC(=C(C=C1)C)OC)C(=O)O (N-acetyl-3-methoxy-4-methyl-D-phenylalanine). Yield: 37.1%. Reaction SMILES: [C:1]([NH:4][CH:5]([C:16]([OH:18])=[O:17])[CH2:6][C:7]1[CH:12]=[CH:11][C:10]([CH3:13])=[C:9]([O:14][CH3:15])[CH:8]=1)(=[O:3])[CH3:2]>O.[OH-].[Na+].[Co](Cl)Cl>[C:1]([NH:4][C@@H:5]([C:16]([OH:18])=[O:17])[CH2:6][C:7]1[CH:12]=[CH:11][C:10]([CH3:13])=[C:9]([O:14][CH3:15])[CH:8]=1)(=[O:3])[CH3:2] |f:2.3|. Reported procedure: In a mixture of water (36.5 ml) and 1N sodium hydroxide solution (29 ml) was dissolved N-acetyl-3-methoxy-4-methyl-DL-phenylalanine (7.28 g). Cobalt chloride (II) hexahydrate (36.5 mg) and acylase (Acylase Amano 36.5 mg) were added to the solution and the mixture was stirred at 37° C. for 15.5 hours while adjusting pH of the reaction mixture to 7.5 with 1N sodium hydroxide solution. Insoluble matters were removed by filtration and pH of the filtrate was adjusted to 3 with 6N hydrochloric acid. A...